From a dataset of the Open Reaction Database (ORD), a public repository of structured organic reaction records. describe an organic reaction: reactants, conditions, products, and yield Starting materials: BrB(Br)Br, CCCc1ccc(OC)cc1C(=O)OC, ClCCl. Product: CCCc1ccc(O)cc1C(=O)OC. Reaction SMILES: [B:16]([Br:17])([Br:18])[Br:19].[CH3:1][O:2][C:3]([c:4]1[c:5]([CH2:12][CH2:13][CH3:14])[cH:6][cH:7][c:8]([O:10][CH3:11])[cH:9]1)=[O:15].[Cl:20][CH2:21][Cl:22]>>[CH3:1][O:2][C:3]([c:4]1[c:5]([CH2:12][CH2:13][CH3:14])[cH:6][cH:7][c:8]([OH:10])[cH:9]1)=[O:15]. Starting materials: CO, O=C(OCc1ccccc1)N1CCc2ccccc2C1c1ccc(C(F)(F)F)nc1. Product: FC(F)(F)c1ccc(C2NCCc3ccccc32)cn1. RXN SMILES: [CH3:31][OH:32].[F:1][C:2]([c:3]1[cH:4][cH:5][c:6]([CH:9]2[N:10]([C:19]([O:20][CH2:21][c:22]3[cH:23][cH:24][cH:25][cH:26][cH:27]3)=[O:28])[CH2:11][CH2:12][c:13]3[cH:14][cH:15][cH:16][cH:17][c:18]32)[cH:7][n:8]1)([F:29])[F:30]>>[F:1][C:2]([c:3]1[cH:4][cH:5][c:6]([CH:9]2[NH:10][CH2:11][CH2:12][c:13]3[cH:14][cH:15][cH:16][cH:17][c:18]32)[cH:7][n:8]1)([F:29])[F:30]. Starting materials: CCN1CCN(c2ccc(NC(=O)N3CCc4c(-c5cnc(N(Cc6ccc(OC)cc6)Cc6ccc(OC)cc6)nc5)nc(N5CCOCC5)nc43)cc2)CC1, COc1ccc(CN(Cc2ccc(OC)cc2)c2ncc(-c3nc(N4CCOCC4)nc4c3CCN4C(=O)Nc3ccc(I)cc3)cn2)cc1. Yields the product CCN1CCN(c2ccc(NC(=O)N3CCc4c(-c5cnc(N)nc5)nc(N5CCOCC5)nc43)cc2)CC1. RXN SMILES: [CH2:51]([CH3:52])[N:53]1[CH2:54][CH2:55][N:56]([c:59]2[cH:60][cH:61][c:62]([NH:65][C:66](=[O:67])[N:68]3[CH2:69][CH2:70][c:71]4[c:72]3[n:73][c:74]([N:102]3[CH2:103][CH2:104][O:105][CH2:106][CH2:107]3)[n:75][c:76]4-[c:77]3[cH:78][n:79][c:80]([N:83]([CH2:84][c:85]4[cH:86][cH:87][c:88]([O:89][CH3:90])[cH:91][cH:92]4)[CH2:93][c:94]4[cH:95][cH:96][c:97]([O:98][CH3:99])[cH:100][cH:101]4)[n:81][cH:82]3)[cH:63][cH:64]2)[CH2:57][CH2:58]1.[I:1][c:2]1[cH:3][cH:4][c:5]([NH:6][C:7]([N:8]2[c:9]3[n:10][c:11]([N:12]4[CH2:13][CH2:14][O:15][CH2:16][CH2:17]4)[n:18][c:19](-[c:20]4[cH:21][n:22][c:23]([N:24]([CH2:25][c:26]5[cH:27][cH:28][c:29]([O:30][CH3:31])[cH:32][cH:33]5)[CH2:34][c:35]5[cH:36][cH:37][c:38]([O:39][CH3:40])[cH:41][cH:42]5)[n:43][cH:44]4)[c:45]3[CH2:46][CH2:47]2)=[O:48])[cH:49][cH:50]1>>[CH2:51]([CH3:52])[N:53]1[CH2:54][CH2:55][N:56]([c:59]2[cH:60][cH:61][c:62]([NH:65][C:66](=[O:67])[N:68]3[CH2:69][CH2:70][c:71]4[c:72]3[n:73][c:74]([N:102]3[CH2:103][CH2:104][O:105][CH2:106][CH2:107]3)[n:75][c:76]4-[c:77]3[cH:78][n:79][c:80]([NH2:83])[n:81][cH:82]3)[cH:63][cH:64]2)[CH2:57][CH2:58]1. The reactants are CCO, Fc1c(COC2CCCCO2)ccc2c1CCCC2, Cc1ccc(S(=O)(=O)[O-])cc1, c1cc[nH+]cc1. The product is OCc1ccc2c(c1F)CCCC2. As a reaction SMILES: [CH3:37][CH2:38][OH:39].[F:1][c:2]1[c:3]([CH2:12][O:13][CH:14]2[CH2:15][CH2:16][CH2:17][CH2:18][O:19]2)[cH:4][cH:5][c:6]2[c:11]1[CH2:10][CH2:9][CH2:8][CH2:7]2.[c:20]1([CH3:21])[cH:22][cH:23][c:24]([S:25]([O-:26])(=[O:27])=[O:28])[cH:29][cH:30]1.[nH+:31]1[cH:32][cH:33][cH:34][cH:35][cH:36]1>>[F:1][c:2]1[c:3]([CH2:12][OH:13])[cH:4][cH:5][c:6]2[c:11]1[CH2:10][CH2:9][CH2:8][CH2:7]2. Starting materials: C[O-].[Mg+2].C[O-] (magnesium methoxide), C(=O)=O (carbon dioxide), [O-]CC.[Mg+2].[O-]CC (magnesium ethoxide). RXN SMILES: C[O-].[Mg+2:3].C[O-].[O-:6][CH2:7][CH3:8].[Mg+2].[O-:10][CH2:11][CH3:12].[C:13](=[O:15])=[O:14]>C(O)C>[CH2:7]([O:6][C:13](=[O:14])[O-:15])[CH3:8].[CH2:11]([O:10][Mg+:3])[CH3:12] |f:0.1.2,3.4.5,8.9|. Yields the product C(C)OC([O-])=O.C(C)O[Mg+] (ethoxy magnesium ethyl carbonate). Procedure details: In addition to solubilizing dried magnesium methoxide I have found it possible to solubilize magnesium ethoxide, which is virtually insoluble in ethanol, through addition of carbon dioxide to produce the extremely soluble ethoxy magnesium ethyl carbonate. Solvent: C(C)O (ethanol). Reactants: BrC=1C=C2C=CN=CC2=CC1Cl (6-Bromo-7-chloro-isoquinoline), ClC1=C(C=C2C=CN=CC2=C1)SCC1CNCC1.C(C)(C)(C)OC(=O)N1CC(CC1)CBr (3-Bromomethyl-pyrrolidine-1-carboxylic acid tert-butyl ester 7-Chloro-6-(pyrrolidin-3-ylmethylsulfanyl)-isoquinoline), Cl (hydrochloride). Product: Cl.ClC1=C(C=C2C=CN=CC2=C1)SCC1CNCC1 (7-Chloro-6-(pyrrolidin-3-ylmethylsulfanyl)-isoquinoline hydrochloride). RXN SMILES: BrC1C=C2C(=CC=1[Cl:12])C=NC=C2.[Cl:13][C:14]1[CH:23]=[C:22]2[C:17]([CH:18]=[CH:19][N:20]=[CH:21]2)=[CH:16][C:15]=1[S:24][CH2:25][CH:26]1[CH2:30][CH2:29][NH:28][CH2:27]1.C(OC(N1CCC(CBr)C1)=O)(C)(C)C.Cl>>[ClH:12].[Cl:13][C:14]1[CH:23]=[C:22]2[C:17]([CH:18]=[CH:19][N:20]=[CH:21]2)=[CH:16][C:15]=1[S:24][CH2:25][CH:26]1[CH2:30][CH2:29][NH:28][CH2:27]1 |f:1.2,4.5|. Procedure details: Starting from 6-Fluoro-7-chloroisoquinoline (263) and 3-Bromomethyl-pyrrolidine-1-carboxylic acid tert-butyl ester 7-Chloro-6-(pyrrolidin-3-ylmethylsulfanyl)-isoquinoline could be obtained according to the procedures described for 272, 267, 268 as the hydrochloride. Rt=0.87 min (Method B). Detected mass: 279.1/281.2 (M+H+). Starting materials: C([O-])(O)=O.[Na+] (sodium bicarbonate), ClC=1C=C(C(=O)OO)C=CC1 (3-chloroperoxybenzoic acid), COC1=CC(=NC(=N1)SC)OC(C)C(=O)OC (6-methoxy-4-{1-(methoxycarbonyl)ethoxy}-2-methylthiopyrimidine), S(=S)(=O)([O-])[O-].[Na+].[Na+] (sodium thiosulfate). Solvent: C(Cl)(Cl)Cl (chloroform). Run at time 3 hour. Yields the product COC1=CC(=NC(=N1)S(=O)(=O)C)OC(C)C(=O)OC (6-methoxy-4-{1-(methoxycarbonyl)ethoxy}-2-methylsulfonylpyrimidine). Reaction SMILES: Cl[C:2]1C=C(C=CC=1)C(OO)=O.[CH3:12][O:13][C:14]1[N:19]=[C:18](SC)[N:17]=[C:16]([O:22][CH:23]([C:25]([O:27][CH3:28])=[O:26])[CH3:24])[CH:15]=1.[S:29]([O-:33])([O-])(=[O:31])=S.[Na+].[Na+].C(=O)(O)[O-].[Na+]>C(Cl)(Cl)Cl>[CH3:12][O:13][C:14]1[N:19]=[C:18]([S:29]([CH3:2])(=[O:33])=[O:31])[N:17]=[C:16]([O:22][CH:23]([C:25]([O:27][CH3:28])=[O:26])[CH3:24])[CH:15]=1 |f:2.3.4,5.6|. Procedure details: 2.81 g of 3-chloroperoxybenzoic acid was added to a solution of 1.40 g of 6-methoxy-4-{1-(methoxycarbonyl)ethoxy}-2-methylthiopyrimidine in 13 ml of chloroform at 0° C. The mixture was stirred at room temperature for 3 hours, then 30 ml of saturated aqueous sodium thiosulfate solution was added to the mixture. The mixture was poured into saturated aqueous sodium bicarbonate solution, extracted with chloroform, the organic layer was washed with saturated saline, dried over anhydrous magnesium sul... Reactants: ClC1=C(C=C(C=C1)CCC(=O)C1=CC=CC=C1)F (3-(4-chloro-3-fluorophenyl)-1-phenylpropan-1-one), ClC1=C(C=C(C=C1)CC/C(=C/C(=O)OCC)/C1=CC=CC=C1)F ((Z)-ethyl 5-(4-chloro-3-fluorophenyl)-3-phenylpent-2-enoate). Product: ClC1=C(C=C(C=C1)CC\C(=C/C(=O)OCC)\C1=CC=CC=C1)F ((E)-ethyl 5-(4-chloro-3-fluorophenyl)-3-phenylpent-2-enoate). Reaction SMILES: ClC1C=CC(CCC(C2C=CC=CC=2)=O)=CC=1F.[Cl:19][C:20]1[CH:25]=[CH:24][C:23]([CH2:26][CH2:27]/[C:28](/[C:35]2[CH:40]=[CH:39][CH:38]=[CH:37][CH:36]=2)=[CH:29]/[C:30]([O:32][CH2:33][CH3:34])=[O:31])=[CH:22][C:21]=1[F:41]>>[Cl:19][C:20]1[CH:25]=[CH:24][C:23]([CH2:26][CH2:27]/[C:28](/[C:35]2[CH:40]=[CH:39][CH:38]=[CH:37][CH:36]=2)=[CH:29]\[C:30]([O:32][CH2:33][CH3:34])=[O:31])=[CH:22][C:21]=1[F:41]. Reported procedure: By a procedure similar to that of example 1.85.3, starting from 3-(4-chloro-3-fluorophenyl)-1-phenylpropan-1-one, (Z)-ethyl 5-(4-chloro-3-fluorophenyl)-3-phenylpent-2-enoate and (E)-ethyl 5-(4-chloro-3-fluorophenyl)-3-phenylpent-2-enoate were obtained as colourless oils. Reactants: COC(CC1=CC(=CC=C1)OC1=C(C=C(C=C1)C(F)(F)F)C(OC)OC)=O ([3-(2-Dimethoxymethyl-4-trifluoromethyl-phenoxy)-phenyl]-acetic acid methyl ester), CCOC(=O)C (EtOAc), O (H2O), Cl (hydrogen chloride), Cl (hydrogen chloride). Run in C1CCOC1 (THF). Conditions: temperature 70 celsius, time 1 hour. Product: COC(CC1=CC(=CC=C1)OC1=C(C=C(C=C1)C(F)(F)F)C=O)=O ([3-(2-Formyl-4-trifluoromethyl-phenoxy)-phenyl]-acetic acid methyl ester). As a reaction SMILES: [CH3:1][O:2][C:3](=[O:27])[CH2:4][C:5]1[CH:10]=[CH:9][CH:8]=[C:7]([O:11][C:12]2[CH:17]=[CH:16][C:15]([C:18]([F:21])([F:20])[F:19])=[CH:14][C:13]=2[CH:22](OC)[O:23]C)[CH:6]=1.Cl.CCOC(C)=O.O>C1COCC1>[CH3:1][O:2][C:3](=[O:27])[CH2:4][C:5]1[CH:10]=[CH:9][CH:8]=[C:7]([O:11][C:12]2[CH:17]=[CH:16][C:15]([C:18]([F:19])([F:21])[F:20])=[CH:14][C:13]=2[CH:22]=[O:23])[CH:6]=1. Procedure: [3-(2-Dimethoxymethyl-4-trifluoromethyl-phenoxy)-phenyl]-acetic acid methyl ester (0.479 g, 1.42 mmol) and hydrogen chloride (4N in 1,4-dioxane; 1.5 mL, 6.0 mmol) were combined in THF (4 mL) and stirred at 70° C. for 1 hour. Some starting material was still seen by analytical LCMS, so additional hydrogen chloride (4N in 1,4-dioxane; 0.5 mL) was added, and the reaction was stirred for another hour at 70° C. After cooling to room temperature, the mixture was worked up with EtOAc and H2O, and the c... Reactants: [Li]CCCC, C[Si](C)(C)N=C=S, Cc1cnc2c(c1)CCCC2, CCCCCC, O. The product is Cc1cnc2c(c1)CCCC2C(N)=S. Reaction SMILES: [CH2:12]([Li:13])[CH2:14][CH2:15][CH3:16].[CH3:17][Si:18]([CH3:19])([CH3:20])[N:21]=[C:22]=[S:23].[CH3:1][c:2]1[cH:3][n:4][c:5]2[c:10]([cH:11]1)[CH2:9][CH2:8][CH2:7][CH2:6]2.[CH3:24][CH2:25][CH2:26][CH2:27][CH2:28][CH3:29].[OH2:30]>>[CH3:1][c:2]1[cH:3][n:4][c:5]2[c:10]([cH:11]1)[CH2:9][CH2:8][CH2:7][CH:6]2[C:22]([NH2:21])=[S:23].